From a dataset of the Open Reaction Database (ORD), a public repository of structured organic reaction records. describe an organic reaction: reactants, conditions, products, and yield The reactants are CN1C2C(C=3C=C(C=C(C13)C(F)(F)F)NC=1C=NC=CC1)CNCC2 ((5-methyl-6-trifluoromethyl-2,3,4,4a,5,9b-hexahydro-1H-pyrido[4,3-b]indol-8-yl)-pyridin-3-yl-amine), CC(C)(C)[O-].[Na+] (NaOt-Bu), CN1[C@@H]2[C@H](C3=CC(=CC(=C13)C#N)NC=1C=NC=CC1C(F)(F)F)CNCC2 ((4aS,9bR)-5-methyl-8-(4-trifluoromethyl-pyridin-3-ylamino)-2,3,4,4a,5,9b-hexahydro-1H-pyrido[4,3-b]indole-6-carbonitrile), BrC=1C(=NC=CC1)OC(C)C (3-bromo-2-iso-propoxypyridine). Yields the product C(C)(C)OC1=NC=CC=C1NC=1C=C2[C@H]3[C@@H](N(C2=C(C1)C#N)C)CCNC3 ((4aS,9bR)-8-(2-isopropoxy-pyridin-3-ylamino)-5-methyl-2,3,4,4a,5,9b-hexahydro-1H-pyrido[4,3-b]indole-6-carbonitrile). As a reaction SMILES: CN1C2C(C(F)(F)F)=CC(NC3C=NC=CC=3)=CC=2C2CNCCC12.[CH3:26][N:27]1[C:35]2[C:30](=[CH:31][C:32]([NH:38][C:39]3[CH:40]=[N:41][CH:42]=[CH:43][C:44]=3C(F)(F)F)=[CH:33][C:34]=2[C:36]#[N:37])[C@@H:29]2[CH2:49][NH:50][CH2:51][CH2:52][C@H:28]12.BrC1C([O:60][CH:61]([CH3:63])[CH3:62])=NC=CC=1.CC([O-])(C)C.[Na+]>>[CH:61]([O:60][C:40]1[C:39]([NH:38][C:32]2[CH:31]=[C:30]3[C:35](=[C:34]([C:36]#[N:37])[CH:33]=2)[N:27]([CH3:26])[C@H:28]2[CH2:52][CH2:51][NH:50][CH2:49][C@@H:29]32)=[CH:44][CH:43]=[CH:42][N:41]=1)([CH3:63])[CH3:62] |f:3.4|. Procedure details: The title compound was prepared by following the general method for (5-methyl-6-trifluoromethyl-2,3,4,4a,5,9b-hexahydro-1H-pyrido[4,3-b]indol-8-yl)-pyridin-3-yl-amine (Method B) as a tan solid (32 mg, 21%) from (4aS,9bR)-8-amino-6-cyano-3,4,4a,9b-tetrahydro-1H-pyrido[4,3-b]indole-2,5-dicarboxylic acid tert-butyl ester (Example 162, 150 mg, 0.46 mmol), 3-bromo-2-iso-propoxypyridine (91 mg, 0.42 mmol) and NaOt-Bu (66 mg, 0.69 mmol). 1H NMR (300 MHz, CDCl3) δ 7.58 (dd, J=5.0, 1.4 Hz, 1H), 7.18–6.97... Starting materials: O=C1c2ccccc2C(=O)N1CCS(=O)(=O)Cl, O=C1c2ccccc2C(=O)N1CS(=O)(=O)Cl, CC(C)(C)NS(=O)(=O)CN1C(=O)c2ccccc2C1=O, CC(C)(C)NS(=O)(=O)Cn1nnnc1S, O=C(O)C(F)(F)F. Product: NS(=O)(=O)Cn1nnnc1S. Reaction SMILES: [C:17]1(=[O:18])[N:19]([CH2:20][CH2:21][S:22]([Cl:23])(=[O:24])=[O:25])[C:26](=[O:27])[c:28]2[cH:29][cH:30][cH:31][cH:32][c:33]21.[C:1]1(=[O:2])[N:3]([CH2:4][S:5]([Cl:6])(=[O:7])=[O:8])[C:9](=[O:10])[c:11]2[cH:12][cH:13][cH:14][cH:15][c:16]21.[C:34]([NH:35][S:36]([CH2:37][N:38]1[C:39](=[O:40])[c:41]2[cH:42][cH:43][cH:44][cH:45][c:46]2[C:47]1=[O:48])(=[O:49])=[O:50])([CH3:51])([CH3:52])[CH3:53].[C:54]([CH3:55])([CH3:56])([CH3:57])[NH:58][S:59](=[O:60])(=[O:61])[CH2:62][n:63]1[n:64][n:65][n:66][c:67]1[SH:68].[OH:69][C:70]([C:71]([F:72])([F:73])[F:74])=[O:75]>>[NH2:58][S:59](=[O:60])(=[O:61])[CH2:62][n:63]1[n:64][n:65][n:66][c:67]1[SH:68]. Reaction conditions: temperature 100 celsius. Solvent: CS(=O)C (DMSO). The reactants are FC1=C(C(=CC(=C1)[N+](=O)[O-])F)F (1,2,3-trifluoro-5-nitrobenzene), O1CCOC12CCNCC2 (1,4-dioxa-8-azaspiro[4.5]decane), C([O-])([O-])=O.[K+].[K+] (potassium carbonate). Product: FC1=C(C(=CC(=C1)[N+](=O)[O-])F)N1CCC2(OCCO2)CC1 (8-(2,6-difluoro-4-nitrophenyl)-1,4-dioxa-8-azaspiro[4.5]decane). Procedure: A mixture of 1,2,3-trifluoro-5-nitrobenzene (4.0 mL, 34.3 mmol), 1,4-dioxa-8-azaspiro[4.5]decane (6.59 mL, 51.4 mmol) and potassium carbonate (5.68 g, 41.1 mmol) in DMSO (35 mL) was heated at 100° C. for 3 hours and then cooled to room temperature. The mixture was partitioned between water and EtOAc, and the organic layer was dried over Na2SO4, filtered and concentrated in vacuo. The crude product was purified by column chromatography on silica gel using a solvent gradient of 0-20% EtOAc in hexa... RXN SMILES: [F:1][C:2]1[CH:7]=[C:6]([N+:8]([O-:10])=[O:9])[CH:5]=[C:4]([F:11])[C:3]=1F.[O:13]1[C:17]2([CH2:22][CH2:21][NH:20][CH2:19][CH2:18]2)[O:16][CH2:15][CH2:14]1.C(=O)([O-])[O-].[K+].[K+]>CS(C)=O>[F:11][C:4]1[CH:5]=[C:6]([N+:8]([O-:10])=[O:9])[CH:7]=[C:2]([F:1])[C:3]=1[N:20]1[CH2:21][CH2:22][C:17]2([O:16][CH2:15][CH2:14][O:13]2)[CH2:18][CH2:19]1 |f:2.3.4|. Reactants: CCOCCOc1cc(C)c(-c2cccc(CO)c2)c(C)c1, Cc1ccccc1, COC(=O)CCc1ccc(NS(=O)(=O)c2ccccc2[N+](=O)[O-])cc1, CCOC(=O)N=NC(=O)OCC, c1ccc(P(c2ccccc2)c2ccccc2)cc1. Yields the product CCOCCOc1cc(C)c(-c2cccc(CN(c3ccc(CCC(=O)OC)cc3)S(=O)(=O)c3ccccc3[N+](=O)[O-])c2)c(C)c1. Reaction SMILES: [CH2:26]([CH3:27])[O:28][CH2:29][CH2:30][O:31][c:32]1[cH:33][c:34]([CH3:47])[c:35](-[c:39]2[cH:40][c:41]([CH2:45][OH:46])[cH:42][cH:43][cH:44]2)[c:36]([CH3:38])[cH:37]1.[CH3:79][c:80]1[cH:81][cH:82][cH:83][cH:84][cH:85]1.[N+:1](=[O:2])([O-:3])[c:4]1[c:5]([S:10](=[O:11])(=[O:12])[NH:13][c:14]2[cH:15][cH:16][c:17]([CH2:20][CH2:21][C:22](=[O:23])[O:24][CH3:25])[cH:18][cH:19]2)[cH:6][cH:7][cH:8][cH:9]1.[O:67]=[C:68]([O:69][CH2:70][CH3:71])[N:72]=[N:73][C:74]([O:75][CH2:76][CH3:77])=[O:78].[c:48]1([P:49]([c:50]2[cH:51][cH:52][cH:53][cH:54][cH:55]2)[c:56]2[cH:57][cH:58][cH:59][cH:60][cH:61]2)[cH:62][cH:63][cH:64][cH:65][cH:66]1>>[N+:1](=[O:2])([O-:3])[c:4]1[c:5]([S:10](=[O:11])(=[O:12])[N:13]([c:14]2[cH:15][cH:16][c:17]([CH2:20][CH2:21][C:22](=[O:23])[O:24][CH3:25])[cH:18][cH:19]2)[CH2:45][c:41]2[cH:40][c:39](-[c:35]3[c:34]([CH3:47])[cH:33][c:32]([O:31][CH2:30][CH2:29][O:28][CH2:26][CH3:27])[cH:37][c:36]3[CH3:38])[cH:44][cH:43][cH:42]2)[cH:6][cH:7][cH:8][cH:9]1.